This data is from the Open Reaction Database (ORD), a public repository of structured organic reaction records. The task is: describe an organic reaction: reactants, conditions, products, and yield Starting materials: C(C)OC(=O)C1=NN(C2=C(C=CC=C2C1=S)Cl)CC1=CC=C(C=C1)N1N=CC=C1 (Ethyl-8-chloro-1-[4-(1H-pyrazol-1-yl)benzyl]-4-thioxo-1,4-dihydrocinnoline-3-carboxylate), C([O-])([O-])=O.[K+].[K+] (potassium carbonate), CC1=C(C=CC=C1)NN (2-methylphenyl hydrazine). The solvent is COCCOC (1,2-dimethoxyethane), O (water). Run at temperature 92 celsius. The product is ClC1=CC=CC=2C=3C(=NN(C12)CC1=CC=C(C=C1)N1N=CC=C1)C(N(N3)C3=C(C=CC=C3)C)=O (6-chloro-2-(2-methylphenyl)-5-[4-(1H-pyrazol-1-yl)benzyl]-2,5-dihydro-3H-pyrazolo[4,3-c]cinnolin-3-one). RXN SMILES: C(O[C:4]([C:6]1[C:15](=S)[C:14]2[C:9](=[C:10]([Cl:17])[CH:11]=[CH:12][CH:13]=2)[N:8]([CH2:18][C:19]2[CH:24]=[CH:23][C:22]([N:25]3[CH:29]=[CH:28][CH:27]=[N:26]3)=[CH:21][CH:20]=2)[N:7]=1)=[O:5])C.C(=O)([O-])[O-].[K+].[K+].[CH3:36][C:37]1[CH:42]=[CH:41][CH:40]=[CH:39][C:38]=1[NH:43][NH2:44]>COCCOC.O>[Cl:17][C:10]1[C:9]2[N:8]([CH2:18][C:19]3[CH:20]=[CH:21][C:22]([N:25]4[CH:29]=[CH:28][CH:27]=[N:26]4)=[CH:23][CH:24]=3)[N:7]=[C:6]3[C:4](=[O:5])[N:43]([C:38]4[CH:39]=[CH:40][CH:41]=[CH:42][C:37]=4[CH3:36])[N:44]=[C:15]3[C:14]=2[CH:13]=[CH:12][CH:11]=1 |f:1.2.3|. Procedure: Ethyl-8-chloro-1-[4-(1H-pyrazol-1-yl)benzyl]-4-thioxo-1,4-dihydrocinnoline-3-carboxylate (48 mg, 0.113 mmol), potassium carbonate (78 mg, 0.56 mmol, 5 equiv), and 2-methylphenyl hydrazine (23 mg, 0.19 mmol, 1.7 equiv) were combined in 1,2-dimethoxyethane (2 mL) and heated to 92° C. for 2 hours. The mixture was cooled to ambient temperature, diluted with water (20 mL) and extracted with ethyl acetate (3×40 mL). The combined organic extracts were dried with sodium sulfate, filtered and concentrate... Starting materials: Cl (hydrochloric acid), FC1=C(C=C2CCC(OC2=C1F)CCCCC)OC(C#C)C1CCC(CC1)CCC (7,8-difluoro-2-pentyl-6-[1-(4-propylcyclohexyl)prop-2-ynyloxy]chroman), [F-].[K+] (potassium fluoride), O (water). The solvent is C(C)N(C1=CC=CC=C1)CC (N,N-diethylaniline). The product is FC1=C2C(=C3C=CC(OC3=C1F)C1CCC(CC1)CCC)CCC(O2)CCCCC (5,6-difluoro-3-pentyl-8-(4-propylcyclohexyl)-1,2,3,8-tetrahydropyrano[3,2-f]chromene). RXN SMILES: [F:1][C:2]1[C:11]([F:12])=[C:10]2[C:5]([CH2:6][CH2:7][CH:8]([CH2:13][CH2:14][CH2:15][CH2:16][CH3:17])[O:9]2)=[CH:4][C:3]=1[O:18][CH:19]([CH:22]1[CH2:27][CH2:26][CH:25]([CH2:28][CH2:29][CH3:30])[CH2:24][CH2:23]1)[C:20]#[CH:21].[F-].[K+].O.Cl>C(N(CC)C1C=CC=CC=1)C>[F:12][C:11]1[C:2]([F:1])=[C:3]2[C:4]([CH:21]=[CH:20][CH:19]([CH:22]3[CH2:23][CH2:24][CH:25]([CH2:28][CH2:29][CH3:30])[CH2:26][CH2:27]3)[O:18]2)=[C:5]2[CH2:6][CH2:7][CH:8]([CH2:13][CH2:14][CH2:15][CH2:16][CH3:17])[O:9][C:10]=12 |f:1.2|. Reported procedure: 9.7 g (23.2 mmol) of 7,8-difluoro-2-pentyl-6-[1-(4-propylcyclohexyl)prop-2-ynyloxy]chroman are heated at 200° C. for 6 h together with 2.7 g (46.5 mmol) of potassium fluoride in 75 ml of N,N-diethylaniline. After cooling, water is added, and the mixture is acidified using 25% hydrochloric acid. The batch is extracted with MTBE, and the organic phase is washed with saturated sodium chloride solution. The solution is dried using sodium sulfate and evaporated to dryness. The crude product is purifi... The reactants are FC(C=1C=C(C=CC1)N=C=NC=1C=NC=CC1/C=C/C(=O)OC)(F)F (Methyl (2E)-3-{3-[({[3-(trifluoromethyl)phenyl]imino}methylene)amino]pyridin-4-yl}acrylate), COC=1C=C(C=CC1)N1CCNCC1 (3-methoxyphenylpiperazine). Yields the product COC=1C=C(C=CC1)N1CCN(CC1)C=1N(C(C2=C(N1)C=NC=C2)CC(=O)OC)C2=CC(=CC=C2)C(F)(F)F (Methyl {2-[4-(3-methoxyphenyl)piperazin-1-yl]-3-[3-(trifluoromethyl)phenyl]-3,4-dihydropyrido[3,4-d]pyrimidin-4-yl}acetate). RXN SMILES: [F:1][C:2]([F:25])([F:24])[C:3]1[CH:4]=[C:5]([N:9]=[C:10]=[N:11][C:12]2[CH:13]=[N:14][CH:15]=[CH:16][C:17]=2/[CH:18]=[CH:19]/[C:20]([O:22][CH3:23])=[O:21])[CH:6]=[CH:7][CH:8]=1.[CH3:26][O:27][C:28]1[CH:29]=[C:30]([N:34]2[CH2:39][CH2:38][NH:37][CH2:36][CH2:35]2)[CH:31]=[CH:32][CH:33]=1>>[CH3:26][O:27][C:28]1[CH:29]=[C:30]([N:34]2[CH2:39][CH2:38][N:37]([C:10]3[N:9]([C:5]4[CH:6]=[CH:7][CH:8]=[C:3]([C:2]([F:24])([F:1])[F:25])[CH:4]=4)[CH:18]([CH2:19][C:20]([O:22][CH3:23])=[O:21])[C:17]4[CH:16]=[CH:15][N:14]=[CH:13][C:12]=4[N:11]=3)[CH2:36][CH2:35]2)[CH:31]=[CH:32][CH:33]=1. Procedure: Starting from 250 mg (0.34 mmol) of the carbodiimide from Example 17A and 69 mg (0.36 mmol) of 3-methoxyphenylpiperazine, general procedure [C] and purification by preparative HPLC result in 90 mg (46% of theory) of product. The reactants are C(C)(C)(C)NNC(C)(C1CC1)C#N (1-t-butylhydrazo-1-cyano-1-cyclopropylethane), t-butylhydrazone, C1(CC1)C(=O)C (methyl cyclopropyl ketone), t-butylhydrazone, C1(CCCCCC1)=O (cycloheptanone). Yields the product C(C)(C)(C)NNC1(CCCCCC1)C#N (1-t-Butylhydrazo-1-cyanocycloheptane). Yield: 95.0%. RXN SMILES: [C:1]([NH:5][NH:6][C:7]([C:12]#[N:13])([CH:9]1[CH2:11][CH2:10]1)[CH3:8])([CH3:4])([CH3:3])[CH3:2].[C:14]1(=O)CCCCC[CH2:15]1.C1(C(C)=O)CC1>>[C:1]([NH:5][NH:6][C:7]1([C:12]#[N:13])[CH2:8][CH2:15][CH2:14][CH2:10][CH2:11][CH2:9]1)([CH3:2])([CH3:3])[CH3:4]. Procedure: 1-t-Butylhydrazo-1-cyanocycloheptane was prepared in 95% yield using the same procedure described in Example XIIIB for the preparation of 1-t-butylhydrazo-1-cyano-1-cyclopropylethane, substituting the t-butylhydrazone of cycloheptanone for the t-butylhydrazone of methyl cyclopropyl ketone. The reactants are C1CCOC1, COC(=O)CCc1ccc(Oc2ccc(CC(NC(=O)OC(C)(C)C)C(=O)N3CCN(C(C)=O)CC3)cc2)cc1, [Li+], [OH-], O. The product is CC(=O)N1CCN(C(=O)C(Cc2ccc(Oc3ccc(CCC(=O)O)cc3)cc2)NC(=O)OC(C)(C)C)CC1. Reaction SMILES: [CH2:43]1[O:44][CH2:45][CH2:46][CH2:47]1.[CH3:1][O:2][C:3]([CH2:4][CH2:5][c:6]1[cH:7][cH:8][c:9]([O:12][c:13]2[cH:14][cH:15][c:16]([CH2:19][CH:20]([C:21](=[O:22])[N:23]3[CH2:24][CH2:25][N:26]([C:29]([CH3:30])=[O:31])[CH2:27][CH2:28]3)[NH:32][C:33](=[O:34])[O:35][C:36]([CH3:37])([CH3:38])[CH3:39])[cH:17][cH:18]2)[cH:10][cH:11]1)=[O:40].[Li+:41].[OH-:42].[OH2:48]>>[O:2]=[C:3]([CH2:4][CH2:5][c:6]1[cH:7][cH:8][c:9]([O:12][c:13]2[cH:14][cH:15][c:16]([CH2:19][CH:20]([C:21](=[O:22])[N:23]3[CH2:24][CH2:25][N:26]([C:29]([CH3:30])=[O:31])[CH2:27][CH2:28]3)[NH:32][C:33](=[O:34])[O:35][C:36]([CH3:37])([CH3:38])[CH3:39])[cH:17][cH:18]2)[cH:10][cH:11]1)[OH:40]. Reactants: ClC1=CC=C2C(=N1)OC1=C(C2C(C(NC=2SC=NN2)=O)(C)C)C=CC(=N1)C1=CC=C(C(=O)N(C)C)C=C1 (4-(8-chloro-5-(1,1-dimethyl-2-oxo-2-(1,3,4-thiadiazol-2-ylamino)ethyl)-5H-pyrido[3′,2′:5,6]pyrano[2,3-b]pyridin-2-yl)-N,N-dimethylbenzamide), CNC (dimethylamine). Solvent: CO (MeOH). Run at temperature 220 celsius. The product is CN(C1=CC=C2C(=N1)OC1=C(C2C(C(NC=2SC=NN2)=O)(C)C)C=CC(=N1)C1=CC=C(C(=O)N(C)C)C=C1)C (4-(8-(dimethylamino)-5-(1,1-dimethyl-2-oxo-2-(1,3,4-thiadiazol-2-ylamino)ethyl)-5H-pyrido[3′,2′:5,6]pyrano[2,3-b]pyridin-2-yl)-N,N-dimethylbenzamide). Isolated yield 103.6%. As a reaction SMILES: Cl[C:2]1[N:7]=[C:6]2[O:8][C:9]3[N:26]=[C:25]([C:27]4[CH:37]=[CH:36][C:30]([C:31]([N:33]([CH3:35])[CH3:34])=[O:32])=[CH:29][CH:28]=4)[CH:24]=[CH:23][C:10]=3[CH:11]([C:12]([CH3:22])([CH3:21])[C:13](=[O:20])[NH:14][C:15]3[S:16][CH:17]=[N:18][N:19]=3)[C:5]2=[CH:4][CH:3]=1.[CH3:38][NH:39][CH3:40]>CO>[CH3:38][N:39]([CH3:40])[C:2]1[N:7]=[C:6]2[O:8][C:9]3[N:26]=[C:25]([C:27]4[CH:37]=[CH:36][C:30]([C:31]([N:33]([CH3:35])[CH3:34])=[O:32])=[CH:29][CH:28]=4)[CH:24]=[CH:23][C:10]=3[CH:11]([C:12]([CH3:22])([CH3:21])[C:13](=[O:20])[NH:14][C:15]3[S:16][CH:17]=[N:18][N:19]=3)[C:5]2=[CH:4][CH:3]=1. Reported procedure: A solution of the ester from Step 3 of Example 54 (39 mg, 0.084 mmol), 40% aqueous dimethylamine (1 mL, 7.90 mmol) in MeOH (0.5 mL) was attempted to heat to 220° C. under microwave, but stopped due to high pressure (>19 psi). The mixture was then heated to ˜150° C. under microwave for 1 h. Purification by reverse phase HPLC (Sunfire S10 30×250 mm column, 55 to 85% solvent B gradient) gave the expected product (47.3 mg, 70% yield). MS (ES+) m/z: 461 (M+H); LC retention time: 3.67 min (analytical ... As a reaction SMILES: [Br:1][c:2]1[cH:3][cH:4][cH:5][cH:6][n:7]1.[CH3:34][OH:35].[CH3:8][CH2:9][CH2:10][CH2:11][Li:12].[O:36]1[CH2:37][CH2:38][CH2:39][CH2:40]1.[OH2:41].[nH:13]1[n:14][c:15](-[c:21]2[nH:22][c:23]3[cH:24][cH:25][c:26]([C:30]([CH2:31][CH3:32])=[O:33])[cH:27][c:28]3[cH:29]2)[c:16]2[c:17]1[cH:18][cH:19][s:20]2>>[c:2]1([C:30]([c:26]2[cH:25][cH:24][c:23]3[nH:22][c:21](-[c:15]4[n:14][nH:13][c:17]5[c:16]4[s:20][cH:19][cH:18]5)[cH:29][c:28]3[cH:27]2)([CH2:31][CH3:32])[OH:33])[cH:3][cH:4][cH:5][cH:6][n:7]1. The product is CCC(O)(c1ccc2[nH]c(-c3n[nH]c4ccsc34)cc2c1)c1ccccn1. Starting materials: Brc1ccccn1, CO, [Li]CCCC, C1CCOC1, O, CCC(=O)c1ccc2[nH]c(-c3n[nH]c4ccsc34)cc2c1.